This data is from the Open Reaction Database (ORD), a public repository of structured organic reaction records. The task is: describe an organic reaction: reactants, conditions, products, and yield Starting materials: Cc1cccc(C(=O)Nc2c[nH]c3ncc(Br)c(F)c23)c1, CCCCO, CC(C)(C)OC(=O)NC1CCCNC1. The product is Cc1cccc(C(=O)Nc2c[nH]c3ncc(Br)c(N4CCCC(NC(=O)OC(C)(C)C)C4)c23)c1. RXN SMILES: [Br:1][c:2]1[c:3]([F:21])[c:4]2[c:5]([n:6][cH:7]1)[nH:8][cH:9][c:10]2[NH:11][C:12]([c:13]1[cH:14][c:15]([CH3:19])[cH:16][cH:17][cH:18]1)=[O:20].[CH2:36]([OH:37])[CH2:38][CH2:39][CH3:40].[NH:22]1[CH2:23][CH:24]([NH:28][C:29]([O:30][C:31]([CH3:32])([CH3:33])[CH3:34])=[O:35])[CH2:25][CH2:26][CH2:27]1>>[Br:1][c:2]1[c:3]([N:22]2[CH2:23][CH:24]([NH:28][C:29]([O:30][C:31]([CH3:32])([CH3:33])[CH3:34])=[O:35])[CH2:25][CH2:26][CH2:27]2)[c:4]2[c:5]([n:6][cH:7]1)[nH:8][cH:9][c:10]2[NH:11][C:12]([c:13]1[cH:14][c:15]([CH3:19])[cH:16][cH:17][cH:18]1)=[O:20]. The reactants are ClCC1=CC=C(OCC2=NC3=CC=CC=C3C=C2)C=C1 (2-(4-chloromethylphenoxy)methylquinoline), C(=O)(OCCC)C=1OC2=C(C(C1)=O)C(=C(C=C2)Cl)O (2-carbopropoxy-6-chloro-5-hydroxy-4-oxo-4H-1-benzopyran), [I-].[K+] (potassium iodide). The solvent is CC(=O)C (acetone), CN(C=O)C (dimethylformamide). The product is C(=O)(OCCC)C=1OC2=C(C(C1)=O)C(=C(C=C2)Cl)OCC2=CC=C(C=C2)OCC2=NC1=CC=CC=C1C=C2 (2-carbopropoxy-6-chloro-5-(4-(quinolin-2-ylmethoxy)benzyloxy) 4-oxo-4H-1-benzopyran). As a reaction SMILES: Cl[CH2:2][C:3]1[CH:20]=[CH:19][C:6]([O:7][CH2:8][C:9]2[CH:18]=[CH:17][C:16]3[C:11](=[CH:12][CH:13]=[CH:14][CH:15]=3)[N:10]=2)=[CH:5][CH:4]=1.[C:21]([C:27]1[O:28][C:29]2[CH:37]=[CH:36][C:35]([Cl:38])=[C:34]([OH:39])[C:30]=2[C:31](=[O:33])[CH:32]=1)([O:23][CH2:24][CH2:25][CH3:26])=[O:22].[I-].[K+]>CC(C)=O.CN(C)C=O>[C:21]([C:27]1[O:28][C:29]2[CH:37]=[CH:36][C:35]([Cl:38])=[C:34]([O:39][CH2:2][C:3]3[CH:20]=[CH:19][C:6]([O:7][CH2:8][C:9]4[CH:18]=[CH:17][C:16]5[C:11](=[CH:12][CH:13]=[CH:14][CH:15]=5)[N:10]=4)=[CH:5][CH:4]=3)[C:30]=2[C:31](=[O:33])[CH:32]=1)([O:23][CH2:24][CH2:25][CH3:26])=[O:22] |f:2.3|. Reported procedure: 0.78 g of 2-(4-chloromethylphenoxy)methylquinoline, 0.76 g of 2-carbopropoxy-6-chloro-5-hydroxy-4-oxo-4H-1-benzopyran and a catalytic amount of potassium iodide are combined in 50 ml of acetone and 2 ml of dimethylformamide, and refluxed for 19 hours. The crude solid obtained on cooling is purified by flash chromatography to give 2-carbopropoxy-6-chloro-5-(4-(quinolin-2-ylmethoxy)benzyloxy) 4-oxo-4H-1-benzopyran having an m.p. of 173°-74° C. Starting materials: ClCCl, Cl, [Na+], O=C([O-])O, CC1=C(c2cccc3sccc23)N2CCN=C2S1. The product is Cl, CC1=C(c2cccc3sc(C)cc23)N2CCN=C2S1. Reaction SMILES: [Cl:25][CH2:26][Cl:27].[ClH:1].[Na+:20].[OH:21][C:22](=[O:23])[O-:24].[s:2]1[c:3]2[c:4]([cH:5][cH:6]1)[c:7]([C:11]1=[C:15]([CH3:16])[S:14][C:13]3=[N:17][CH2:18][CH2:19][N:12]13)[cH:8][cH:9][cH:10]2>>[ClH:1].[s:2]1[c:3]2[c:4]([cH:5][c:6]1[CH3:22])[c:7]([C:11]1=[C:15]([CH3:16])[S:14][C:13]3=[N:17][CH2:18][CH2:19][N:12]13)[cH:8][cH:9][cH:10]2. Starting materials: C1(=CC=CC=C1)C=1SC=C(N1)C(=O)C1=CC(=C(C(=C1)OC)OC)OC ((2-Phenyl-thiazol-4-yl)-(3,4,5-trimethoxy-phenyl)-methanone), N1C(=CC2=CC=CC=C12)C=1SCC(N1)C(=O)O (2-(1H-indol-2-yl)-4,5-dihydrothiazole-4-carboxylic acid), N[C@@H](CS)C(=O)O (cysteine). Product: N1C(=CC2=CC=CC=C12)C=1SC=C(N1)C(=O)C=1NC2=CC=CC=C2C1 ((2-(1H-Indol-2-yl)thiazol-4-yl)(1H-indol-2-yl)methanone). As a reaction SMILES: C1(C2SC=[C:10]([C:12]([C:14]3[CH:19]=[C:18](OC)[C:17](OC)=[C:16](OC)[CH:15]=3)=O)[N:11]=2)C=CC=CC=1.[NH:26]1[C:34]2[C:29](=[CH:30][CH:31]=[CH:32][CH:33]=2)[CH:28]=[C:27]1[C:35]1[S:36][CH2:37][CH:38]([C:40]([OH:42])=O)[N:39]=1.N[C@H](C(O)=O)CS>>[NH:26]1[C:34]2[C:29](=[CH:30][CH:31]=[CH:32][CH:33]=2)[CH:28]=[C:27]1[C:35]1[S:36][CH:37]=[C:38]([C:40]([C:10]2[NH:11][C:19]3[C:14]([CH:12]=2)=[CH:15][CH:16]=[CH:17][CH:18]=3)=[O:42])[N:39]=1. Procedure: (2-(1H-Indol-2-yl)thiazol-4-yl)(1H-indol-2-yl)methanone (8) was prepared using the similar method as used of compound 1h from 2-(1H-indol-2-yl)-4,5-dihydrothiazole-4-carboxylic acid and cysteine. 1H NMR (500 MHz, CDCl3) δ 9.39 (s, 1H), 8.54 (s, 1H), 8.46 (s, 1H), 8.06 (s, 1H), 8.03 (dd, 1H), 7.66 (d, 1H), 7.51 (d, 1H), 7.41 (d, 1H), 7.33 (t, 1H), 7.29 (d, 1H), 7.15 (t, 1H), 7.09 (d, 1H), 6.72 (s, 1H). MS (ESI) m/z 366.1 (M+Na)+, 341.9 (M−H)−. Reaction SMILES: [Cl:19][c:20]1[cH:21][c:22]([C:23](=[O:24])[Cl:25])[cH:26][cH:27][c:28]1[Cl:29].[N:1]1([c:7]2[c:8]3[c:9]([NH2:18])[n:10][c:11]([NH2:17])[n:12][c:13]3[cH:14][cH:15][cH:16]2)[CH2:2][CH2:3][NH:4][CH2:5][CH2:6]1>>[N:1]1([c:7]2[c:8]3[c:9]([NH2:18])[n:10][c:11]([NH2:17])[n:12][c:13]3[cH:14][cH:15][cH:16]2)[CH2:2][CH2:3][N:4]([C:23]([c:22]2[cH:21][c:20]([Cl:19])[c:28]([Cl:29])[cH:27][cH:26]2)=[O:24])[CH2:5][CH2:6]1. The product is Nc1nc(N)c2c(N3CCN(C(=O)c4ccc(Cl)c(Cl)c4)CC3)cccc2n1. Starting materials: O=C(Cl)c1ccc(Cl)c(Cl)c1, Nc1nc(N)c2c(N3CCNCC3)cccc2n1.